This data is from the Open Reaction Database (ORD), a public repository of structured organic reaction records. The task is: describe an organic reaction: reactants, conditions, products, and yield Reactants: CO (methanol), NaIO4, O (water), OC(CC1(CN(C(C1)=O)C1=C(C=CC=C1C)C)C(=O)OC(C)(C)C)CO (tert-butyl 3-(2,3-dihydroxypropyl)-1-(2,6-dimethylphenyl)-5-oxopyrrolidine-3-carboxylate). The solvent is C1CCOC1 (THF), C(C)(=O)OCC (ethyl acetate). Conditions: time 8 hour. Yields the product CC1=C(C(=CC=C1)C)N1CC(CC1=O)(C(=O)OC(C)(C)C)CC=O (tert-butyl 1-(2,6-dimethylphenyl)-5-oxo-3-(2-oxoethyl)pyrrolidine-3-carboxylate). Isolated yield 89.6%. Reaction SMILES: [OH:1][CH:2](CO)[CH2:3][C:4]1([C:18]([O:20][C:21]([CH3:24])([CH3:23])[CH3:22])=[O:19])[CH2:8][C:7](=[O:9])[N:6]([C:10]2[C:15]([CH3:16])=[CH:14][CH:13]=[CH:12][C:11]=2[CH3:17])[CH2:5]1.O.CO>C1COCC1.C(OCC)(=O)C>[CH3:16][C:15]1[CH:14]=[CH:13][CH:12]=[C:11]([CH3:17])[C:10]=1[N:6]1[C:7](=[O:9])[CH2:8][C:4]([CH2:3][CH:2]=[O:1])([C:18]([O:20][C:21]([CH3:23])([CH3:24])[CH3:22])=[O:19])[CH2:5]1. Reported procedure: A solution of tert-butyl 3-(2,3-dihydroxypropyl)-1-(2,6-dimethylphenyl)-5-oxopyrrolidine-3-carboxylate (1.2 g, 3.3 mmol) dissolved in THF (8 mL) was treated with NaIO4 (1.4 g, 6.6 mmol) and water (2 mL). After stirring overnight at room temperature, methanol (2 mL) was added and the mixture was diluted with ethyl acetate (15 mL) and washed with water. The aqueous phase was washed with ethyl acetate and the organic layers were combined, dried and the solvent evaporated. The residue was purified b... Reactants: C(C1=CC=CC=C1)(=O)C1=[N+](C=CC=C1)[O-] (2-benzoyl-pyridine N-oxide), O=P(Cl)(Cl)Cl (POCl3). Yields the product C(C1=CC=CC=C1)(=O)C1=NC(=CC=C1)Cl (2-benzoyl-6-chloro-pyridine). Reaction SMILES: [C:1]([C:9]1[CH:14]=[CH:13][CH:12]=[CH:11][N+:10]=1[O-])(=[O:8])[C:2]1[CH:7]=[CH:6][CH:5]=[CH:4][CH:3]=1.O=P(Cl)(Cl)[Cl:18]>>[C:1]([C:9]1[CH:14]=[CH:13][CH:12]=[C:11]([Cl:18])[N:10]=1)(=[O:8])[C:2]1[CH:7]=[CH:6][CH:5]=[CH:4][CH:3]=1. Procedure details: 1.5 g 2-benzoyl-pyridine N-oxide (T. Kato et. al., see reference in Ex. 11) and 3.6 ml POCl3 are refluxed for 25 minutes. The cooled mixture is added to slightly alkaline ice:water, extracted with chloroform, the organic extract dried and solvent removed in vacuo. Yield: 1.1 g of title product, which by thin layer and gas chromatography is identical with that described in Ex. 7. Reactants: CC(C)(C)OC(=O)NC1CCN(c2ccncn2)CC1, ClCCl, Cl, [Na+], [OH-]. The product is NC1CCN(c2ccncn2)CC1. RXN SMILES: [C:1]([O:2][C:3](=[O:4])[NH:7][CH:8]1[CH2:9][CH2:10][N:11]([c:14]2[n:15][cH:16][n:17][cH:18][cH:19]2)[CH2:12][CH2:13]1)([CH3:5])([CH3:6])[CH3:20].[Cl:22][CH2:23][Cl:24].[ClH:21].[Na+:26].[OH-:25]>>[NH2:7][CH:8]1[CH2:9][CH2:10][N:11]([c:14]2[n:15][cH:16][n:17][cH:18][cH:19]2)[CH2:12][CH2:13]1. Starting materials: Cl.N[C@@H]1CC[C@H](CC1)NC(=O)C1=C(NC2=C1N=CN=C2C2=C(C=C(C(=C2)F)OC)OCC2CC2)C (N-(trans-4-aminocyclohexyl)-4-[2-(cyclopropylmethoxy)-5-fluoro-4-methoxyphenyl]-6-methyl-5H-pyrrolo[3,2-d]pyrimidine-7-carboxamide hydrochloride), COCC(=O)Cl (methoxy-acetyl chloride). Yields the product C1(CC1)COC1=C(C=C(C(=C1)OC)F)C=1C2=C(N=CN1)C(=C(N2)C)C(=O)N[C@@H]2CC[C@H](CC2)NC(COC)=O (4-[2-(Cyclopropylmethoxy)-5-fluoro-4-methoxyphenyl]-N-{trans-4-[(methoxyacetyl)amino]cyclohexyl}-6-methyl-5H-pyrrolo[3,2-d]pyrimidine-7-carboxamide). As a reaction SMILES: Cl.[NH2:2][C@H:3]1[CH2:8][CH2:7][C@H:6]([NH:9][C:10]([C:12]2[C:16]3[N:17]=[CH:18][N:19]=[C:20]([C:21]4[CH:26]=[C:25]([F:27])[C:24]([O:28][CH3:29])=[CH:23][C:22]=4[O:30][CH2:31][CH:32]4[CH2:34][CH2:33]4)[C:15]=3[NH:14][C:13]=2[CH3:35])=[O:11])[CH2:5][CH2:4]1.[CH3:36][O:37][CH2:38][C:39](Cl)=[O:40]>>[CH:32]1([CH2:31][O:30][C:22]2[CH:23]=[C:24]([O:28][CH3:29])[C:25]([F:27])=[CH:26][C:21]=2[C:20]2[C:15]3[NH:14][C:13]([CH3:35])=[C:12]([C:10]([NH:9][C@H:6]4[CH2:7][CH2:8][C@H:3]([NH:2][C:39](=[O:40])[CH2:38][O:37][CH3:36])[CH2:4][CH2:5]4)=[O:11])[C:16]=3[N:17]=[CH:18][N:19]=2)[CH2:34][CH2:33]1 |f:0.1|. Procedure details: Starting from N-(trans-4-aminocyclohexyl)-4-[2-(cyclopropylmethoxy)-5-fluoro-4-methoxyphenyl]-6-methyl-5H-pyrrolo[3,2-d]pyrimidine-7-carboxamide hydrochloride (example D.f45) and commercially available methoxy-acetyl chloride the title compound is obtained as colorless solid. The reactants are ClC1=CC=C(CN2C(=NC=3N(C(N(C(C23)=O)CCCOC2OCCCC2)=O)C)C#CCO)C=C1 (7-(4-chlorobenzyl)-8-(3-hydroxyprop-1-ynyl)-3-methyl-1-(3-(tetrahydro-2H-pyran-2-yloxy)propyl)-1H-purine-2,6(3H,7H)-dione). The reagents and catalysts are [Pd] (Pd/C). The solvent is CO (methanol). Reaction conditions: time 20 minute. Yields the product ClC1=CC=C(CN2C(=NC=3N(C(N(C(C23)=O)CCCOC2OCCCC2)=O)C)CCCO)C=C1 (7-(4-chlorobenzyl)-8-(3-hydroxypropyl)-3-methyl-1-(3-(tetrahydro-2H-pyran-2-yloxy)propyl)-1H-purine-2,6(3H,7H)-dione). Isolated yield 82.5%. RXN SMILES: [Cl:1][C:2]1[CH:34]=[CH:33][C:5]([CH2:6][N:7]2[C:15]3[C:14](=[O:16])[N:13]([CH2:17][CH2:18][CH2:19][O:20][CH:21]4[CH2:26][CH2:25][CH2:24][CH2:23][O:22]4)[C:12](=[O:27])[N:11]([CH3:28])[C:10]=3[N:9]=[C:8]2[C:29]#[C:30][CH2:31][OH:32])=[CH:4][CH:3]=1>CO.[Pd]>[Cl:1][C:2]1[CH:3]=[CH:4][C:5]([CH2:6][N:7]2[C:15]3[C:14](=[O:16])[N:13]([CH2:17][CH2:18][CH2:19][O:20][CH:21]4[CH2:26][CH2:25][CH2:24][CH2:23][O:22]4)[C:12](=[O:27])[N:11]([CH3:28])[C:10]=3[N:9]=[C:8]2[CH2:29][CH2:30][CH2:31][OH:32])=[CH:33][CH:34]=1. Reported procedure: A solution of 7-(4-chlorobenzyl)-8-(3-hydroxyprop-1-ynyl)-3-methyl-1-(3-(tetrahydro-2H-pyran-2-yloxy)propyl)-1H-purine-2,6(3H,7H)-dione (120 mg, 0.247 mmol) in methanol (15 mL) was degassed and refilled with nitrogen for 3 times; then 10% Pd/C (30 mg) was added. The mixture was degassed and refilled with hydrogen 3 times and stirred under 45 psi of hydrogen at room temperature for 20 min. The mixture was filtered and the filter cake was washed with methanol. The filtrate was concentrated to give...